Dataset: the Open Reaction Database (ORD), a public repository of structured organic reaction records. Task: describe an organic reaction: reactants, conditions, products, and yield Starting materials: C(\C=C\C=C\C)(=O)O (sorbic acid), CC1OC(OC(O1)C)C (paraldehyde), S(=O)(Cl)Cl (thionyl chloride), C(\C=C\C=C\C)(=O)O (sorbic acid). Reagents/catalysts: [Cl-].[Zn+2].[Cl-] (zinc chloride). Yields the product ClC(C)OC(C=CC=CC)=O ((1-Chloroethyl)-2,4-hexadienoate). The yield is 64.2%. RXN SMILES: [C:1]([OH:8])(=[O:7])/[CH:2]=[CH:3]/[CH:4]=[CH:5]/[CH3:6].S(Cl)([Cl:11])=O.CC1OC(C)O[CH:16]([CH3:21])O1>[Cl-].[Zn+2].[Cl-]>[Cl:11][CH:16]([O:7][C:1](=[O:8])[CH:2]=[CH:3][CH:4]=[CH:5][CH3:6])[CH3:21] |f:3.4.5|. Reported procedure: A mixture of 5.6 g. (50 mmoles) of sorbic acid and 7.8 g. (65 mmoles) of thionyl chloride was stirred at a room temperature for one hour, and then reacted at 50° C. for 30 minutes with stirring to complete the reaction. The end point of the reaction was judged by cessation of SO2 gas production and disappearance (dissolution) of sorbic acid. The resulting reaction mixture was cooled with ice, and then 0.27 g. (2 mmoles) of 96% zinc chloride was added thereto. After adding dropwise 2.2 g. of para... The reactants are C1=CC=C2CCCN3C2=C1C1=C3CCCNC1 (5,6,9,10,11,12-hexahydro-4H,8H-azepino[3′,4′:4,5]pyrrolo[3,2,1-ij]quinoline), [SiH](CC)(CC)CC (Et3SiH). Solvent: C(=O)(C(F)(F)F)O (TFA). Reaction conditions: time 3 day. Product: C1=CC=C2CCCN3C2=C1[C@@H]1[C@H]3CCCNC1 ((±)-cis-5,6,8,9,10,11,12,12a-octahydro-4H,7aH-azepino[3′,4′:4,5]pyrrolo[3,2,1-ij]quinoline). Isolated yield 82.6%. RXN SMILES: [CH:1]1[C:10]2[C:11]3[CH2:17][NH:16][CH2:15][CH2:14][CH2:13][C:12]=3[N:8]3[C:9]=2[C:4]([CH2:5][CH2:6][CH2:7]3)=[CH:3][CH:2]=1.[SiH](CC)(CC)CC>C(O)(C(F)(F)F)=O>[CH:1]1[C:10]2[C@H:11]3[CH2:17][NH:16][CH2:15][CH2:14][CH2:13][C@H:12]3[N:8]3[C:9]=2[C:4]([CH2:5][CH2:6][CH2:7]3)=[CH:3][CH:2]=1. Procedure: To a solution of 5,6,9,10,11,12-hexahydro-4H,8H-azepino[3′,4′:4,5]pyrrolo[3,2,1-ij]quinoline (240 mg, 1.06 mmol) in TFA (4.0 mL) was added Et3SiH (2.0 mL). The mixture was stirred for 3 days then concentrated in vacuo. The residue was dissolved in dilute ACOH and washed with Et2O. The aqueous solution was basified with 1N NaOH. A white solid was precipitated and filtered to yield the title compound as a pale yellow viscous oil (200 mg, 83%). MS (CI, NH3): 229.4 (base, M+H).